Dataset: the Open Reaction Database (ORD), a public repository of structured organic reaction records. Task: describe an organic reaction: reactants, conditions, products, and yield Reactants: BrC1=NC=C(C=C1O)Br (2,5-dibromopyridin-3-ol), C([O-])([O-])=O.[K+].[K+] (potassium carbonate), C(C1=CC=CC=C1)Br (benzyl bromide). Run in CN(C=O)C (N,N-dimethylformamide), O (water). Run at time 2 hour. Product: C(C1=CC=CC=C1)OC=1C(=NC=C(C1)Br)Br (3-Benzyloxy-2,5-dibromopyridine). Yield: 77.8%. Reaction SMILES: [Br:1][C:2]1[C:7]([OH:8])=[CH:6][C:5]([Br:9])=[CH:4][N:3]=1.C(=O)([O-])[O-].[K+].[K+].[CH2:16](Br)[C:17]1[CH:22]=[CH:21][CH:20]=[CH:19][CH:18]=1>CN(C)C=O.O>[CH2:16]([O:8][C:7]1[C:2]([Br:1])=[N:3][CH:4]=[C:5]([Br:9])[CH:6]=1)[C:17]1[CH:22]=[CH:21][CH:20]=[CH:19][CH:18]=1 |f:1.2.3|. Procedure details: To a solution of 2,5-dibromopyridin-3-ol (200 mg, 0.791 mmol) in dry N,N-dimethylformamide (8 mL) was added potassium carbonate (164 mg, 1.19 mmol) and benzyl bromide (0.11 mL, 0.949 mmol). The mixture was stirred at room temperature for 2 hours, diluted with water (10 mL) and extracted with ethyl acetate. The organic layer was washed with brine, dried over anhydrous sodium sulfate and concentrated under reduced pressure. The residue was purified by silica gel column chromatography (hexane/ethyl... Starting materials: C(C)[SiH](CC)CC (triethylsilane), COC(=O)C=1CSCC1N[C@H](C)C1=CC=CC=C1 ((R)-4-(1-Phenyl-ethylamino)-2,5-dihydrothiophene-3-carboxylic acid methyl ester), C(C)[SiH](CC)CC (triethylsilane). The solvent is FC(C(=O)O)(F)F (trifluoroacetic acid). Reaction conditions: time 20 hour. Yields the product COC(=O)[C@@H]1CSC[C@H]1N[C@H](C)C1=CC=CC=C1 ((3R,4S)-4-[(R)-1-phenyl-ethylamino]-tetrahydrothiophene-3-carboxylic acid methyl ester). Yield: 27.9%. Reaction SMILES: [CH3:1][O:2][C:3]([C:5]1[CH2:6][S:7][CH2:8][C:9]=1[NH:10][C@@H:11]([C:13]1[CH:18]=[CH:17][CH:16]=[CH:15][CH:14]=1)[CH3:12])=[O:4].C([SiH](CC)CC)C>FC(F)(F)C(O)=O>[CH3:1][O:2][C:3]([C@H:5]1[C@H:9]([NH:10][C@@H:11]([C:13]2[CH:14]=[CH:15][CH:16]=[CH:17][CH:18]=2)[CH3:12])[CH2:8][S:7][CH2:6]1)=[O:4]. Procedure: A solution of crude (R)-4-(1-Phenyl-ethylamino)-2,5-dihydrothiophene-3-carboxylic acid methyl ester (2.82 g, ca. 9.1 mmol) was dissolved in trifluoroacetic acid (50 mL) and treated with triethylsilane (4.4 mL, 27.4 mmol). The mixture was stirred for 20 h, when TLC indicated residual starting material. Additional triethylsilane (1.5 mL) was added and the mixture was heated at reflux for 3 h, then was cooled and concentrated. The residue was dissolved in water and adjusted to pH 10 with 50% sodium... As a reaction SMILES: [CH3:23][CH2:24][OH:25].[NH2:1][c:2]1[n:3][c:4]([Cl:11])[cH:5][c:6]([NH:8][CH2:9][CH3:10])[n:7]1.[OH:12][O:13][C:14]([c:15]1[cH:16][c:17]([Cl:18])[cH:19][cH:20][cH:21]1)=[O:22]>>[NH2:1][c:2]1[n:3][c:4]([Cl:11])[cH:5][c:6]([NH:8][CH2:9][CH3:10])[n+:7]1[O-:12]. Starting materials: CCO, CCNc1cc(Cl)nc(N)n1, O=C(OO)c1cccc(Cl)c1. Product: CCNc1cc(Cl)nc(N)[n+]1[O-]. The reactants are CC(=O)Nc1c(C)cccc1C(C)=O, CCO, Cl, [NH4+], [OH-], O, O=S(=O)(O)O. The product is CC(=O)c1cccc(C)c1N. As a reaction SMILES: [C:1](=[O:2])([CH3:3])[NH:4][c:5]1[c:6]([CH3:14])[cH:7][cH:8][cH:9][c:10]1[C:11]([CH3:12])=[O:13].[CH3:18][CH2:19][OH:20].[ClH:21].[NH4+:15].[OH-:16].[OH2:17].[S:22](=[O:23])(=[O:24])([OH:25])[OH:26]>>[NH2:4][c:5]1[c:6]([CH3:14])[cH:7][cH:8][cH:9][c:10]1[C:11]([CH3:12])=[O:13]. RXN SMILES: C([O:3][C:4](=[O:15])[CH2:5][S:6][C:7]1[N:12]=[C:11]([Cl:13])[CH:10]=[C:9](Cl)[N:8]=1)C.[Cl:16][C:17]1[CH:18]=[C:19]([CH:22]=[CH:23][C:24]=1[Cl:25])[CH2:20][NH2:21].C(=O)([O-])[O-].[Na+].[Na+]>C(O)C>[Cl:13][C:11]1[CH:10]=[C:9]([NH:21][CH2:20][C:19]2[CH:22]=[CH:23][C:24]([Cl:25])=[C:17]([Cl:16])[CH:18]=2)[N:8]=[C:7]([S:6][CH2:5][C:4]([OH:3])=[O:15])[N:12]=1 |f:2.3.4|. Solvent: C(C)O (ethanol). Starting materials: C(C)OC(CSC1=NC(=CC(=N1)Cl)Cl)=O ((4,6-dichloro-2-pyrimidinylthio)acetic acid ethyl ester), ClC=1C=C(CN)C=CC1Cl (3,4-dichlorobenzylamine), C([O-])([O-])=O.[Na+].[Na+] (sodium carbonate). Procedure details: A stirred mixture of 8.0 g of (4,6-dichloro-2-pyrimidinylthio)acetic acid ethyl ester, 5.3 g of 3,4-dichlorobenzylamine and 3.2 g of sodium carbonate in 200 ml. of ethanol was heated under reflux for 6 hr. The reaction mixture was filtered and water was added to the filtrate to the cloudy point. The mixture was cooled in ice and the resulting precipitate which formed was removed by filtration and recrystallized from 70% aqueous ethanol. The product amounted to 4.8 g, mp. 64°-69°C. The product is ClC1=NC(=NC(=C1)NCC1=CC(=C(C=C1)Cl)Cl)SCC(=O)O ([4-Chloro-6-(3,4-dichlorobenzylamino)-2-pyrimidinylthio] acetic acid).